describe an organic reaction: reactants, conditions, products, and yield From a dataset of the Open Reaction Database (ORD), a public repository of structured organic reaction records. As a reaction SMILES: Cl.Cl.[Br:3][C:4]1[CH:5]=[C:6]([CH:37]=[C:38]([C:40]([F:43])([F:42])[F:41])[CH:39]=1)[C:7]([N:9]([CH2:11][C@H:12]([C:30]1[CH:35]=[CH:34][C:33]([F:36])=[CH:32][CH:31]=1)[CH2:13][CH2:14][N:15]1[CH2:18][CH:17]([N:19]2[CH2:24][CH2:23][N:22]3[C:25](=[O:29])[CH2:26]C[CH2:28][CH:21]3[CH2:20]2)[CH2:16]1)[CH3:10])=[O:8].N1CC(N2CCN3[C@H](C[O:52]CC3=O)C2)C1.C([BH3-])#N.[Na+]>C(O)C.CO.[Cl-].[Zn+2].[Cl-]>[Br:3][C:4]1[CH:5]=[C:6]([CH:37]=[C:38]([C:40]([F:42])([F:41])[F:43])[CH:39]=1)[C:7]([N:9]([CH2:11][C@H:12]([C:30]1[CH:31]=[CH:32][C:33]([F:36])=[CH:34][CH:35]=1)[CH2:13][CH2:14][N:15]1[CH2:18][CH:17]([N:19]2[CH2:24][CH2:23][N:22]3[C@H:21]([CH2:28][O:52][CH2:26][C:25]3=[O:29])[CH2:20]2)[CH2:16]1)[CH3:10])=[O:8] |f:0.1.2,4.5,8.9.10|. The reagents and catalysts are [Cl-].[Zn+2].[Cl-] (zinc chloride). The solvent is C(C)O (ethanol), CO (methanol). Procedure: To a solution of 3-bromo-N-[(2S)-2-(4-fluorophenyl)-4-oxobutyl]-N-methyl-5-(trifluoromethyl)benzamide (see Method 3; 100 mg, 0.22 mmol) and (9aS)-8-azetidin-3-ylhexahydropyrazino[2,1-c][1,4]oxazin-4(3H)-one (see Method 12; ˜0.20 mmol) in ethanol (20 mL) was added a solution of sodium cyano borohydride (125 mg, 2.0 mmol) and zinc chloride (135 mg, 0.99 mmol) in methanol (10 mL). The reaction mixture was stirred at RT for 10 min and then the solvent was removed by evaporation. The residue was part... Run at time 10 minute. The yield is 62.4%. The reactants are Cl.Cl.BrC=1C=C(C(=O)N(C)C[C@@H](CCN2CC(C2)N2CC3N(CC2)C(CCC3)=O)C3=CC=C(C=C3)F)C=C(C1)C(F)(F)F (3-Bromo-N-{(2S)-2-(4-fluorophenyl)-4-[3-(6-oxooctahydro-2H-pyrido[1,2-a]pyrazin-2-yl)azetidin-1-yl]butyl}-N-methyl-5-(trifluoromethyl)benzamide dihydrochloride), N1CC(C1)N1C[C@H]2COCC(N2CC1)=O ((9aS)-8-azetidin-3-ylhexahydropyrazino[2,1-c][1,4]oxazin-4(3H)-one), C(#N)[BH3-].[Na+] (sodium cyano borohydride). Yields the product BrC=1C=C(C(=O)N(C)C[C@@H](CCN2CC(C2)N2C[C@H]3COCC(N3CC2)=O)C2=CC=C(C=C2)F)C=C(C1)C(F)(F)F (3-Bromo-N-((2S)-2-(4-fluorophenyl)-4-{3-[(9aS)-4-oxohexahydropyrazino[2,1-c][1,4]oxazin-8(1H)-yl]azetidin-1-yl}butyl)-N-methyl-5-(trifluoromethyl)benzamide). The reactants are IC1=CC=C(C#N)C=C1 (4-iodobenzonitrile), [N-]=[N+]=[N-].[Na+] (sodium azide), [Cl-].[NH4+] (ammonium chloride). Solvent: CN(C)C=O (DMF). Conditions: temperature 100 celsius, time 22 hour. Yields the product IC1=CC=C(C=C1)C1=NN=NN1 (5-(4-Iodo-phenyl)-1H-tetrazole). Reaction SMILES: [I:1][C:2]1[CH:9]=[CH:8][C:5]([C:6]#[N:7])=[CH:4][CH:3]=1.[N-:10]=[N+:11]=[N-:12].[Na+].[Cl-].[NH4+]>CN(C=O)C>[I:1][C:2]1[CH:9]=[CH:8][C:5]([C:6]2[NH:12][N:11]=[N:10][N:7]=2)=[CH:4][CH:3]=1 |f:1.2,3.4|. Procedure details: A mixture of 4-iodobenzonitrile (2.0 g), sodium azide (624 mg) and ammonium chloride (514 mg) in DMF is stirred 22 h at 100° C. DMF is evaporated and the residue is suspended in H2O and treated with conc. aq. HCl. The solid material is collected by filtration, washed with 1 N aq. HCl sol. and H2O and dried under high vacuum. Starting materials: Fc1ccc(CBr)c(C(F)(F)F)c1, Cn1nc(N2CCNCC2)c(=O)n(C)c1=O, Cc1ccccc1, O. Yields the product Cn1nc(N2CCN(Cc3ccc(F)cc3C(F)(F)F)CC2)c(=O)n(C)c1=O. As a reaction SMILES: [Br:17][CH2:18][c:19]1[c:20]([C:26]([F:27])([F:28])[F:29])[cH:21][c:22]([F:25])[cH:23][cH:24]1.[CH3:1][n:2]1[n:3][c:4]([N:11]2[CH2:12][CH2:13][NH:14][CH2:15][CH2:16]2)[c:5](=[O:10])[n:6]([CH3:9])[c:7]1=[O:8].[CH3:31][c:32]1[cH:33][cH:34][cH:35][cH:36][cH:37]1.[OH2:30]>>[CH3:1][n:2]1[n:3][c:4]([N:11]2[CH2:12][CH2:13][N:14]([CH2:18][c:19]3[c:20]([C:26]([F:27])([F:28])[F:29])[cH:21][c:22]([F:25])[cH:23][cH:24]3)[CH2:15][CH2:16]2)[c:5](=[O:10])[n:6]([CH3:9])[c:7]1=[O:8]. Reactants: CC1=C(N=CN1C(C1=CC=CC=C1)(C1=CC=CC=C1)C1=CC=CC=C1)C=C1CCC=2C=CC3=CC=CC=C3C2C1=O (1,2-dihydro-3-[[5-methyl-1-(triphenylmethyl)-1H-imidazol-4-yl]methylene]-4(3H)-phenanthrenone), C(C)(=O)O (acetic acid), O (water), Cl (Hydrochloric acid). Run in C1CCOC1 (THF). The product is C(\C=C/C(=O)O)(=O)O.CC1=C(N=CN1)CC1CCC=2C=CC3=CC=CC=C3C2C1=O (1,2-Dihydro-3-[(5-methyl-1H-imidazol-4-yl)methyl]-4(3H)-phenanthrenone maleate). Reaction SMILES: [CH3:1][C:2]1[N:6](C(C2C=CC=CC=2)(C2C=CC=CC=2)C2C=CC=CC=2)[CH:5]=[N:4][C:3]=1[CH:26]=[C:27]1[C:40](=[O:41])[C:39]2[C:38]3[C:33](=[CH:34][CH:35]=[CH:36][CH:37]=3)[CH:32]=[CH:31][C:30]=2[CH2:29][CH2:28]1.[C:42]([OH:45])(=[O:44])[CH3:43].[OH2:46].Cl>C1COCC1>[C:40]([OH:41])(=[O:46])/[CH:27]=[CH:43]\[C:42]([OH:45])=[O:44].[CH3:1][C:2]1[NH:6][CH:5]=[N:4][C:3]=1[CH2:26][CH:27]1[C:40](=[O:41])[C:39]2[C:38]3[C:33](=[CH:34][CH:35]=[CH:36][CH:37]=3)[CH:32]=[CH:31][C:30]=2[CH2:29][CH2:28]1 |f:5.6|. Reported procedure: A solution of 1,2-dihydro-3-[[5-methyl-1-(triphenylmethyl)-1H-imidazol-4-yl]methylene]-4(3H)-phenanthrenone (0.5 g) in a mixture of THF (15 ml), acetic acid (5 ml) and water (5 ml) was heated on a steam bath for 45 min. 0.5M Hydrochloric acid (25 ml) was added and the mixture was extracted with ether (2×15 ml; discarded). The aqueous solution was basified with solid potassium carbonate and the mixture was extracted with dichloromethane (3×15 ml). The dried extracts were evaporated and the residu... Yield: 85.0%. The reactants are II (iodine), BrC=1C=C(C=CC1)C(=C)C1=CC(=C(C=C1)OC(F)F)C (4-[1-(3-bromo-phenyl)-vinyl]-1-difluoromethoxy-2-methyl-benzene), C(C)(=O)OCC.C(C)#N (ethyl acetate acetonitrile), crude product, N (ammonia). Reaction SMILES: II.[Br:3][C:4]1[CH:5]=[C:6]([C:10]([C:12]2[CH:17]=[CH:16][C:15]([O:18][CH:19]([F:21])[F:20])=[C:14]([CH3:22])[CH:13]=2)=[CH2:11])[CH:7]=[CH:8][CH:9]=1.[NH3:23].C([O:27][CH2:28]C)(=O)C.C(#[N:32])C>C(OCC)(=O)C.[Ag]OC#N>[Br:3][C:4]1[CH:5]=[C:6]([C:10]2([C:12]3[CH:17]=[CH:16][C:15]([O:18][CH:19]([F:20])[F:21])=[C:14]([CH3:22])[CH:13]=3)[CH2:11][O:27][C:28]([NH2:32])=[N:23]2)[CH:7]=[CH:8][CH:9]=1 |f:3.4|. The reagents and catalysts are [Ag]OC#N (silver cyanate). Run in C(C)(=O)OCC (ethyl acetate). Product: BrC=1C=C(C=CC1)C1(N=C(OC1)N)C1=CC(=C(C=C1)OC(F)F)C ((RS)-4-(3-Bromo-phenyl)-4-(4-difluoromethoxy-3-methyl-phenyl)-4,5-dihydro-oxazol-2-ylamine). Procedure: According to general method 2, a solution of iodine in ethyl acetate was added to a mixture of 4-[1-(3-bromo-phenyl)-vinyl]-1-difluoromethoxy-2-methyl-benzene (4.9 g, 14 mmol) and silver cyanate in ethyl acetate/acetonitrile. The crude product of this reaction was subsequently reacted with aqueous ammonia (30% by vol). Purification by SCX yielded 4.8 g of product (85%). RXN SMILES: [Cl:1][C:2]1[N:10]=[C:9]([NH2:11])[N:8]=[C:7]2[C:3]=1[N:4]=[CH:5][N:6]2[CH:12]1[CH2:16][CH:15]([O:17][Si](C(C)(C)C)(C)C)[CH:14]([CH2:25][O:26][Si](C(C)(C)C)(C)C)[C:13]1=[CH2:34].[F-].C([N+](CCCC)(CCCC)CCCC)CCC.C(Cl)Cl>C1COCC1>[Cl:1][C:2]1[N:10]=[C:9]([NH2:11])[N:8]=[C:7]2[C:3]=1[N:4]=[CH:5][N:6]2[CH:12]1[CH2:16][CH:15]([OH:17])[CH:14]([CH2:25][OH:26])[C:13]1=[CH2:34] |f:1.2|. Reported procedure: To a solution of 57 (180 mg, 0.344 mmol) in THF (2 mL) was added tetrabutylammonium fluoride (2 mL of 1 M solution in THF). The reaction mixture was stirred at room temperature for 1 hour. It was poured into DCM (50 mL), washed with water (3×10 mL), dried over sodium sulfate, and concentrated in vacuo to give the title compound (55 mg, 54%). Yield: 54.1%. Run in C1CCOC1 (THF). Yields the product ClC1=C2N=CN(C2=NC(=N1)N)C1C(C(C(C1)O)CO)=C (6-Chloro-9-[4-hydroxy-3-(hydroxymethyl)-2-methylenecyclopentyl]-9H-purin-2-amine). Reaction conditions: time 1 hour. The reactants are ClC1=C2N=CN(C2=NC(=N1)N)C1C(C(C(C1)O[Si](C)(C)C(C)(C)C)CO[Si](C)(C)C(C)(C)C)=C (6-Chloro-9-[4-[[(1,1-dimethylethyl)dimethylsilyl]oxy]-3-[[[(1,1-dimethylethyl)dimethylsilyl]oxy]methyl]-2-methylenecyclopentyl]-9H-purin-2-amine), [F-].C(CCC)[N+](CCCC)(CCCC)CCCC (tetrabutylammonium fluoride), C(Cl)Cl (DCM).